This data is from the Open Reaction Database (ORD), a public repository of structured organic reaction records. The task is: describe an organic reaction: reactants, conditions, products, and yield Starting materials: O=C([O-])[O-], CN(C)C=O, OC1(c2ccc(Cl)cc2)CCNCC1, O=C(c1ccccc1)C(F)CC(F)Cl, [I-], [K+], [K+], [K+], O. Yields the product O=C(c1ccccc1)C(F)CC(F)N1CCC(O)(c2ccc(Cl)cc2)CC1, Cl. As a reaction SMILES: [C:29](=[O:30])([O-:31])[O-:32].[CH3:38][N:39]([CH3:40])[CH:41]=[O:42].[Cl:15][c:16]1[cH:17][cH:18][c:19]([C:22]2([OH:28])[CH2:23][CH2:24][NH:25][CH2:26][CH2:27]2)[cH:20][cH:21]1.[Cl:1][CH:2]([CH2:3][CH:4]([C:5](=[O:6])[c:7]1[cH:8][cH:9][cH:10][cH:11][cH:12]1)[F:13])[F:14].[I-:36].[K+:33].[K+:34].[K+:35].[OH2:37]>>[CH:2]([CH2:3][CH:4]([C:5](=[O:6])[c:7]1[cH:8][cH:9][cH:10][cH:11][cH:12]1)[F:13])([F:14])[N:25]1[CH2:24][CH2:23][C:22]([c:19]2[cH:18][cH:17][c:16]([Cl:15])[cH:21][cH:20]2)([OH:28])[CH2:27][CH2:26]1.[ClH:1]. Reactants: O=C([O-])[O-], CS(C)=O, Nc1cc(Cl)ccc1[N+](=O)[O-], [Cs+], [Cs+], O=C(c1ccccc1C(F)(F)F)N1CCNCC1, O. Yields the product Nc1cc(N2CCN(C(=O)c3ccccc3C(F)(F)F)CC2)ccc1[N+](=O)[O-]. Reaction SMILES: [C:30](=[O:31])([O-:32])[O-:33].[CH3:37][S:38]([CH3:39])=[O:40].[Cl:1][c:2]1[cH:3][cH:4][c:5]([N+:9](=[O:10])[O-:11])[c:6]([NH2:8])[cH:7]1.[Cs+:34].[Cs+:35].[N:12]1([C:18](=[O:19])[c:20]2[c:21]([C:26]([F:27])([F:28])[F:29])[cH:22][cH:23][cH:24][cH:25]2)[CH2:13][CH2:14][NH:15][CH2:16][CH2:17]1.[OH2:36]>>[c:2]1([N:15]2[CH2:14][CH2:13][N:12]([C:18](=[O:19])[c:20]3[c:21]([C:26]([F:27])([F:28])[F:29])[cH:22][cH:23][cH:24][cH:25]3)[CH2:17][CH2:16]2)[cH:3][cH:4][c:5]([N+:9](=[O:10])[O-:11])[c:6]([NH2:8])[cH:7]1. Reactants: N1C=C(C=2C1=NC=CC2)C=C2C(C(=C(O2)NC=2C=C1C=CC=NC1=CC2)C(=O)OCC)=O (Ethyl 5-[(1H-pyrrolo[2,3-b]pyridin-3-yl)methylene]-4-oxo-2-(6-quinolinylamino)-4,5-dihydrofuran-3-carboxylate). The solvent is CN(C=O)C (N,N-dimethylformamide). Yields the product N1C=C(C=2C1=NC=CC2)C=C2OC(=CC2=O)NC=2C=C1C=CC=NC1=CC2 (2-[(1H-Pyrrolo[2,3-b]pyridin-3-yl)methylene]-5-(6-quinolinylamino)furan-3(2H)-one). Yield: 12.5%. Reaction SMILES: [NH:1]1[C:5]2=[N:6][CH:7]=[CH:8][CH:9]=[C:4]2[C:3]([CH:10]=[C:11]2[O:15][C:14]([NH:16][C:17]3[CH:18]=[C:19]4[C:24](=[CH:25][CH:26]=3)[N:23]=[CH:22][CH:21]=[CH:20]4)=[C:13](C(OCC)=O)[C:12]2=[O:32])=[CH:2]1>CN(C)C=O>[NH:1]1[C:5]2=[N:6][CH:7]=[CH:8][CH:9]=[C:4]2[C:3]([CH:10]=[C:11]2[C:12](=[O:32])[CH:13]=[C:14]([NH:16][C:17]3[CH:18]=[C:19]4[C:24](=[CH:25][CH:26]=3)[N:23]=[CH:22][CH:21]=[CH:20]4)[O:15]2)=[CH:2]1. Procedure: A solution of the compound (0.075 g, 0.18 mmol) of Example 44 in N,N-dimethylformamide (4.0 mL) was refluxed for 6 h. Cooled to ambient temperature, the reaction mixture was purified by preparative HPLC to afford the titled compound as solid (0.0080 g, y. 13%).